Dataset: the Open Reaction Database (ORD), a public repository of structured organic reaction records. Task: describe an organic reaction: reactants, conditions, products, and yield Reactants: COC1=CC=C(C=O)C=C1 (4-methoxybenzaldehyde), C(C)OC(CC(=O)COC(C)=O)=O (γ-acetoxyacetoacetic acid ethyl ester), C(C)OC(\C=C(\C)/N)=O (β-aminocrotonic acid ethyl ester). Solvent: C(C)O (ethanol). Product: C(C)OC(=O)C1=C(NC(=C(C1C1=CC=C(C=C1)OC)C(=O)OCC)C)COC(C)=O (2-Acetoxymethyl-6-methyl-4-(4'-methoxyphenyl)-1,4-dihydropyridine-3,5-dicarboxylic acid diethyl ester). The yield is 45.0%. RXN SMILES: [CH3:1][O:2][C:3]1[CH:10]=[CH:9][C:6]([CH:7]=O)=[CH:5][CH:4]=1.[CH2:11]([O:13][C:14](=[O:23])[CH2:15][C:16]([CH2:18][O:19][C:20](=[O:22])[CH3:21])=O)[CH3:12].[CH2:24]([O:26][C:27](=[O:32])/[CH:28]=[C:29](\[NH2:31])/[CH3:30])[CH3:25]>C(O)C>[CH2:11]([O:13][C:14]([C:15]1[CH:7]([C:6]2[CH:9]=[CH:10][C:3]([O:2][CH3:1])=[CH:4][CH:5]=2)[C:28]([C:27]([O:26][CH2:24][CH3:25])=[O:32])=[C:29]([CH3:30])[NH:31][C:16]=1[CH2:18][O:19][C:20](=[O:22])[CH3:21])=[O:23])[CH3:12]. Reported procedure: After heating a solution of 5.7 g of 4-methoxybenzaldehyde, 7.9 g of γ-acetoxyacetoacetic acid ethyl ester and 5.5 g of β-aminocrotonic acid ethyl ester in 40 ccs of ethanol for 20 hours, the mixture is cooled and the precipitate is filtered off and recrystallised from ether. White crystals of melting point 89°-90° C., yield: 45% Yields the product [N+](=O)([O-])C=1C=CC=C2CN(C(C12)=O)C(CS(=O)(=O)C)C1=CC(=C(C=C1)OC)OCC (7-nitro-2-[1-(3-ethoxy-4-methoxyphenyl)-2-(methylsulfonyl)ethyl]isoindolin-1-one). Procedure: In a particular embodiment, the isoindolin-1-one compound of Formula (I) is Compound (1), i.e., (1S)-7-nitro-2-[1-(3-ethoxy-4-methoxyphenyl)-2-(methylsulfonyl)ethyl]isoindolin-1-one, where X1 is nitro; each of X2 X3 and X4 is hydrogen; R3 is methyl; R1 is methoxy; and R2 is ethoxy. Referring to Scheme A below, Compound (1) can be prepared from reaction between Compound (2) (i.e., (1S)-1-(3-ethoxy-4-methoxyphenyl)-2-methanesulfonyl-ethylamine) and Compound (3) (i.e., methyl 2-bromomethyl-6-nitrob... As a reaction SMILES: C1(=O)C2C(=CC=CC=2)CN1.[N+:11]([C:14]1[CH:15]=[CH:16][CH:17]=[C:18]2[C:22]=1[C:21](=[O:23])[N:20]([C@@H:24]([C:30]1[CH:35]=[CH:34][C:33]([O:36][CH3:37])=[C:32]([O:38][CH2:39][CH3:40])[CH:31]=1)[CH2:25][S:26]([CH3:29])(=[O:28])=[O:27])[CH2:19]2)([O-:13])=[O:12].[H][H].C(=O)([O-])[O-].[K+].[K+].C(=O)([O-])O.[Na+].C(OC1C=C([C@H](N)CS(C)(=O)=O)C=CC=1OC)C.C(OC1C=C([C@@H](N)CS(C)(=O)=O)C=CC=1OC)C>>[N+:11]([C:14]1[CH:15]=[CH:16][CH:17]=[C:18]2[C:22]=1[C:21](=[O:23])[N:20]([CH:24]([C:30]1[CH:35]=[CH:34][C:33]([O:36][CH3:37])=[C:32]([O:38][CH2:39][CH3:40])[CH:31]=1)[CH2:25][S:26]([CH3:29])(=[O:28])=[O:27])[CH2:19]2)([O-:13])=[O:12] |f:3.4.5,6.7|. The reactants are C1(NCC2=CC=CC=C12)=O (isoindolin-1-one), [N+](=O)([O-])C=1C=CC=C2CN(C(C12)=O)[C@H](CS(=O)(=O)C)C1=CC(=C(C=C1)OC)OCC ((1S)-7-nitro-2-[1-(3-ethoxy-4-methoxyphenyl)-2-(methylsulfonyl)ethyl]isoindolin-1-one), nitro, C(C)OC=1C=C(C=CC1OC)[C@@H](CS(=O)(=O)C)N ((1S)-1-(3-ethoxy-4-methoxyphenyl)-2-methanesulfonyl-ethylamine), Compound ( 2 ), Compound ( 3 ), C([O-])([O-])=O.[K+].[K+] (potassium carbonate), C(O)([O-])=O.[Na+] (sodium hydrogen carbonate), C(C)OC=1C=C(C=CC1OC)[C@H](CS(=O)(=O)C)N ((1R)-1-(3-ethoxy-4-methoxyphenyl)-2-methanesulfonyl-ethylamine), Compound ( 1 ), ( I ), Compound ( 1 ), [H][H] (hydrogen). Starting materials: N1=CC(=CC=C1)OCCCN (3-(pyridin-3-yloxy)propylamine), C1(\C=C/C(=O)O1)=O (maleic anhydride), O.C1(=CC=C(C=C1)S(=O)(=O)O)C (p-toluenesulphonic acid hydrate). Solvent: C1CCOC1 (THF). Yields the product N1=CC(=CC=C1)OCCCN1C(C=CC1=O)=O (1-[3-(pyridin-3-yloxy)propyl]-pyrrole-2,5-dione). RXN SMILES: [N:1]1[CH:6]=[CH:5][CH:4]=[C:3]([O:7][CH2:8][CH2:9][CH2:10][NH2:11])[CH:2]=1.[C:12]1(=O)[O:17][C:15](=[O:16])[CH:14]=[CH:13]1.O.C1(C)C=CC(S(O)(=O)=O)=CC=1>C1COCC1>[N:1]1[CH:6]=[CH:5][CH:4]=[C:3]([O:7][CH2:8][CH2:9][CH2:10][N:11]2[C:15](=[O:16])[CH:14]=[CH:13][C:12]2=[O:17])[CH:2]=1 |f:2.3|. Procedure: From 2 to 3 mmol of the appropriate 3-(pyridin-3-yloxy)propylamine in 5 ml of THF are admixed in succession with 500 mg of maleic anhydride (molecular mass: 98.06; 5.1 mmol) and 200 mg of p-toluenesulphonic acid hydrate (molecular mass: 190.22; 1.0 mmol). The solution is refluxed for 24 hours and concentrated to dryness. The residue is chromatographed on silica gel to give the desired 1-[3-(pyridin-3-yloxy)propyl]-pyrrole-2,5-dione derivative. Yields the product CN([C@@H](CC1=CC(=C(C=C1)OC)OC)C(=O)O)C(C1=CC=CC=C1)=O (Racemic Methyl N-Benzoyl-3,4-dimethoxyphenylalanine). The reagents and catalysts are [Pd] (palladium on carbon). Starting materials: C(C1=CC=CC=C1)(=O)NC(C(=O)OC)=CC1=CC(=C(C=C1)OC)OC (Methyl α-benzoylamino-3,4-dimethoxycinnamate), CO (methanol). RXN SMILES: [C:1]([NH:9][C:10](=[CH:15][C:16]1[CH:21]=[CH:20][C:19]([O:22][CH3:23])=[C:18]([O:24][CH3:25])[CH:17]=1)[C:11]([O:13]C)=[O:12])(=[O:8])[C:2]1[CH:7]=[CH:6][CH:5]=[CH:4][CH:3]=1.[CH3:26]O>[Pd]>[CH3:26][N:9]([C:1](=[O:8])[C:2]1[CH:7]=[CH:6][CH:5]=[CH:4][CH:3]=1)[C@H:10]([C:11]([OH:13])=[O:12])[CH2:15][C:16]1[CH:21]=[CH:20][C:19]([O:22][CH3:23])=[C:18]([O:24][CH3:25])[CH:17]=1. The yield is 95.0%. Procedure: Methyl α-benzoylamino-3,4-dimethoxycinnamate (20 g) was treated with 10% palladium on carbon (2 g) in methanol (400 mL) under a hydrogen atmosphere (1 atm.) for 3 days. The reaction mixture was then filtered and the solvent stripped to yield the title compound (18.90 g, 95%); MP 106°-107° C. Starting materials: C(CCC)[Li] (n-butyllithium), [Cl-].[NH4+] (ammonium chloride), BrC1=CC=C(C=C1)Cl (4-bromochlorobenzene), BrC=1C=C(C=O)C=CC1 (3-bromobenzaldehyde). The solvent is CCCCCC (hexane), O1CCCC1 (tetrahydrofuran). Run at time 10 minute. Product: BrC=1C=C(C(C2=CC=C(C=C2)Cl)O)C=CC1 (3-bromo-4'-chlorobenzhydryl alcohol). Isolated yield 100.8%. RXN SMILES: Br[C:2]1[CH:7]=[CH:6][C:5]([Cl:8])=[CH:4][CH:3]=1.C([Li])CCC.[Br:14][C:15]1[CH:16]=[C:17]([CH:20]=[CH:21][CH:22]=1)[CH:18]=[O:19].[Cl-].[NH4+]>O1CCCC1.CCCCCC>[Br:14][C:15]1[CH:16]=[C:17]([CH:20]=[CH:21][CH:22]=1)[CH:18]([OH:19])[C:2]1[CH:7]=[CH:6][C:5]([Cl:8])=[CH:4][CH:3]=1 |f:3.4|. Reported procedure: A solution of 4-bromochlorobenzene (20.0 g, 104 mmol) in 125 mL of dry tetrahydrofuran under nitrogen was cooled to -78° and 70 mL of 1.5M n-butyllithium in hexane was added dropwise over 20 minutes. After stirring another 10 minutes, 12.5 mL (104 mmol) of 3-bromobenzaldehyde was added dropwise and the reaction was stirred for another 10 minutes at -78°. Saturated aqueous ammonium chloride (100 mL) was added and the reaction was warmed to room temperature and extracted with 300 mL of ether. The ... The reactants are BrC1=NC=CC=C1 (2-bromopyridine), C([O-])([O-])=O.[Cs+].[Cs+] (Cesium carbonate), CC1=CC=C(C=C1)C12N(C(C=3N(C1)C=C(C3)B3OC(C(O3)(C)C)(C)C)=O)CCN2 (10a-(4-methylphenyl)-7-(4,4,5,5-tetramethyl-1,3,2-dioxaborolan-2-yl)-2,3,10,10a-tetrahydro-1H,5H-imidazo[1,2-a]pyrrolo[1,2-d]pyrazin-5-one). The reagents and catalysts are Cl[Pd]Cl (dichloropalladium(II)), C1(=CC=CC=C1)P(C1=CC=CC=C1)[C-]1C=CC=C1.[C-]1(C=CC=C1)P(C1=CC=CC=C1)C1=CC=CC=C1.[Fe+2] (bis(diphenylphosphino)ferrocene). Solvent: O (Water), O (water), O1CCOCC1 (1,4-dioxane). Reaction conditions: temperature 100 celsius. Yields the product CC1=CC=C(C=C1)C12N(C(C=3N(C1)C=C(C3)C3=NC=CC=C3)=O)CCN2 (10a-(4-methylphenyl)-7-(pyridin-2-yl)-2,3,10,10a-tetrahydro-1H,5H-imidazo[1,2-a]pyrrolo[1,2-d]-pyrazin-5-one). Isolated yield 58.1%. As a reaction SMILES: [CH3:1][C:2]1[CH:7]=[CH:6][C:5]([C:8]23[NH:29][CH2:28][CH2:27][N:9]2[C:10](=[O:26])[C:11]2[N:12]([CH:14]=[C:15](B4OC(C)(C)C(C)(C)O4)[CH:16]=2)[CH2:13]3)=[CH:4][CH:3]=1.C(=O)([O-])[O-].[Cs+].[Cs+].Br[C:37]1[CH:42]=[CH:41][CH:40]=[CH:39][N:38]=1>O1CCOCC1.O.C1(P([C-]2C=CC=C2)C2C=CC=CC=2)C=CC=CC=1.[C-]1(P(C2C=CC=CC=2)C2C=CC=CC=2)C=CC=C1.[Fe+2].Cl[Pd]Cl>[CH3:1][C:2]1[CH:3]=[CH:4][C:5]([C:8]23[NH:29][CH2:28][CH2:27][N:9]2[C:10](=[O:26])[C:11]2[N:12]([CH:14]=[C:15]([C:37]4[CH:42]=[CH:41][CH:40]=[CH:39][N:38]=4)[CH:16]=2)[CH2:13]3)=[CH:6][CH:7]=1 |f:1.2.3,7.8.9|. Procedure details: A suspension 10a-(4-methylphenyl)-7-(4,4,5,5-tetramethyl-1,3,2-dioxaborolan-2-yl)-2,3,10,10a-tetrahydro-1H,5H-imidazo[1,2-a]pyrrolo[1,2-d]pyrazin-5-one (100 mg, 0.25 mmol) in 1,4-dioxane (3 mL) was degassed by flushing the reaction vessel with argon for 20 minutes. Cesium carbonate (165 mg, 0.51 mmol) in water (100 μL) was added followed by 2-bromopyridine (29 μL, 0.30 mmol). The mixture was flashed with argon prior adding bis(diphenylphosphino)ferrocene]dichloropalladium(II) (18 mg, 0.025 mmol)... Starting materials: COC(=O)C=1SC(=CC1)OCCN1C=NC=C1 (5-[2-(1-imidazolyl)-1-ethoxy]-thiophene-2-carboxylic-acid methyl ester), C(Cl)(Cl)Cl (chloroform), SO2Cl2. Reaction conditions: temperature -40 celsius. The product is COC(=O)C=1SC(=C(C1)Cl)OCCN1C=NC=C1 (4-Chloro-5-[2-(1-imidazolyl)-1-ethoxy]-thiophene-2-carboxylic acid methyl ester). Reaction SMILES: [CH3:1][O:2][C:3]([C:5]1[S:6][C:7]([O:10][CH2:11][CH2:12][N:13]2[CH:17]=[CH:16][N:15]=[CH:14]2)=[CH:8][CH:9]=1)=[O:4].C(Cl)(Cl)[Cl:19]>>[CH3:1][O:2][C:3]([C:5]1[S:6][C:7]([O:10][CH2:11][CH2:12][N:13]2[CH:17]=[CH:16][N:15]=[CH:14]2)=[C:8]([Cl:19])[CH:9]=1)=[O:4]. Reported procedure: 0,15 g of 5-[2-(1-imidazolyl)-1-ethoxy]-thiophene-2-carboxylic-acid methyl ester (formula I: R=H, R1 =CH3) were dissolved in 5 ml of absolute chloroform, cooled to -40° C. and 0,16 g (1,19 mol) of SO2Cl2 were dropped thereto such that the temperature did not exceed -35° C. After standing over night it was evaporated in vacuo, the residue was partioned between 2N HCl and ether, the aqueous phase was extracted several times with ether, neutralized with sodium hydrogen carbonate and extracted sever... Starting materials: C(=C)C1=NC=CC=C1 (Vinyl pyridine), N1CCNCC1 (piperazine), [OH-].[Na+] (sodium hydroxide). Run in O (water), O (H2O). Reaction conditions: temperature 22.5 celsius, time 52.5 minute. Product: N1=C(C=CC=C1)CCN1CCNCC1 (1-[2-(2-Pyridyl)ethyl]piperazine). RXN SMILES: [NH:1]1[CH2:6][CH2:5][NH:4][CH2:3][CH2:2]1.[CH:7]([C:9]1[CH:14]=[CH:13][CH:12]=[CH:11][N:10]=1)=[CH2:8].[OH-].[Na+]>O>[N:10]1[CH:11]=[CH:12][CH:13]=[CH:14][C:9]=1[CH2:7][CH2:8][N:1]1[CH2:6][CH2:5][NH:4][CH2:3][CH2:2]1 |f:2.3|. Procedure: A solution of piperazine: 2HCl:H2O (241 g, 1332 mmol) in water (245 mL) was heated at 60-70° C. Vinyl pyridine (38.0 g, 333 mmol) was slowly added during of 45-60 min at 60-70° C. Heating was continued for 45-60 min at 60-70° C. The reaction mixture was cooled to 20-25° C. The pH was slowly adjusted to 8.0-8.5 with a solution of aqueous sodium hydroxide (40.0% w/w) during 45-60 min at 20-30° C. The reaction mixture was washed with toluene (2×175 mL). The aqueous layer was slowly adjusted to pH 1... Reactants: O=S1(=O)N=C(O)c2ccc(-c3ncccc3Cl)cc21, CC(=O)c1ccc(N)cc1. Product: CC(=O)c1ccc(NC2=NS(=O)(=O)c3cc(-c4ncccc4Cl)ccc32)cc1. As a reaction SMILES: [Cl:1][c:2]1[c:3](-[c:8]2[cH:9][c:10]3[c:11]([cH:18][cH:19]2)[C:12]([OH:17])=[N:13][S:14]3(=[O:15])=[O:16])[n:4][cH:5][cH:6][cH:7]1.[NH2:20][c:21]1[cH:22][cH:23][c:24]([C:27]([CH3:28])=[O:29])[cH:25][cH:26]1>>[Cl:1][c:2]1[c:3](-[c:8]2[cH:9][c:10]3[c:11]([cH:18][cH:19]2)[C:12]([NH:20][c:21]2[cH:22][cH:23][c:24]([C:27]([CH3:28])=[O:29])[cH:25][cH:26]2)=[N:13][S:14]3(=[O:15])=[O:16])[n:4][cH:5][cH:6][cH:7]1.